This data is from the Open Reaction Database (ORD), a public repository of structured organic reaction records. The task is: describe an organic reaction: reactants, conditions, products, and yield Yield: 81.0%. As a reaction SMILES: [N:1]1[CH:6]=[CH:5][CH:4]=[C:3]([C:7]23[CH2:14][CH2:13][CH2:12][N:11]2[CH2:10][CH2:9][CH2:8]3)[CH:2]=1.CCOCC.[ClH:20]>C(Cl)Cl>[ClH:20].[N:1]1[CH:6]=[CH:5][CH:4]=[C:3]([C:7]23[CH2:8][CH2:9][CH2:10][N:11]2[CH2:12][CH2:13][CH2:14]3)[CH:2]=1 |f:4.5|. Reactants: CCOCC (Et2O), Cl (HCl), N1=CC(=CC=C1)C12CCCN2CCC1 (7a-(3-pyridinyl)-hexahydro-1H-pyrrolizine). The product is Cl.N1=CC(=CC=C1)C12CCCN2CCC1 (7a-(3-pyridinyl)-hexahydro-1H-pyrrolizine hydrochloride salt). Reported procedure: 7a-(3-pyridinyl)-hexahydro-1H-pyrrolizine (from step 3a, 125 mg, 0.66 mmol) was dissolved in CH2Cl2 (15 mL) and Et2O saturated with HCl (g) was added dropwise. The solvent was removed, and the remaining solid was triturated with CH2Cl2 (2×) to afford a hygroscopic yellow solid (140 mg, 81%). MS (CI/NH3) m/e: 189 (M+H)+. 1H NMR (D2O, 300 MHz) δ2.13-2.29 (m, 2H), 2.32-2.43 (m, 2H), 2.48-2.69 (m, 4H), 3.40-3.49 (m, 2H), 3.83-3.92 (m, 2H), 7.92 (dd, J=8.5, 5.5 Hz, 1H), 8.43 (ddd, J=8.5, 2.6, 1.4 Hz,... The solvent is C(Cl)Cl (CH2Cl2). Starting materials: COC(=O)C1=CC=CC=2N=C(OC21)C2=CC(=CC=C2)[N+](=O)[O-] (2-(3-nitrophenyl)benzoxazole-7-carboxylic acid methyl ester), [OH-].[Li+] (lithium hydroxide). The product is [N+](=O)([O-])C=1C=C(C=CC1)C=1OC2=C(N1)C=CC=C2C(=O)O (2-(3-Nitrophenyl)benzoxazole-7-carboxylic acid). RXN SMILES: C[O:2][C:3]([C:5]1[C:13]2[O:12][C:11]([C:14]3[CH:19]=[CH:18][CH:17]=[C:16]([N+:20]([O-:22])=[O:21])[CH:15]=3)=[N:10][C:9]=2[CH:8]=[CH:7][CH:6]=1)=[O:4].[OH-].[Li+]>>[N+:20]([C:16]1[CH:15]=[C:14]([C:11]2[O:12][C:13]3[C:5]([C:3]([OH:4])=[O:2])=[CH:6][CH:7]=[CH:8][C:9]=3[N:10]=2)[CH:19]=[CH:18][CH:17]=1)([O-:22])=[O:21] |f:1.2|. Reported procedure: Prepared by the method of Example 76c), from 2-(3-nitrophenyl)benzoxazole-7-carboxylic acid methyl ester (600 mg, 2.01 mmol) and lithium hydroxide (240 mg, 10.06 mmol) the subtitle compound was obtained, (442 mg, 77%). The product was used directly in next step without purification.